Task: describe an organic reaction: reactants, conditions, products, and yield. Dataset: the Open Reaction Database (ORD), a public repository of structured organic reaction records Reactants: CCOC(=O)c1cc2c(C)c(Br)ccc2[nH]1, [Li+], C1COCCO1, [OH-]. Yields the product Cc1c(Br)ccc2[nH]c(C(=O)O)cc12. Reaction SMILES: [CH2:1]([CH3:2])[O:3][C:4](=[O:5])[c:6]1[nH:7][c:8]2[cH:9][cH:10][c:11]([Br:16])[c:12]([CH3:15])[c:13]2[cH:14]1.[Li+:17].[O:19]1[CH2:20][CH2:21][O:22][CH2:23][CH2:24]1.[OH-:18]>>[O:3]=[C:4]([OH:5])[c:6]1[nH:7][c:8]2[cH:9][cH:10][c:11]([Br:16])[c:12]([CH3:15])[c:13]2[cH:14]1. Starting materials: CC(C)(C)OCCO, CS(C)=O, Nc1cc(Cl)c(I)cc1[N+](=O)[O-], [K+], [OH-]. The product is CC(C)(C)OCCOc1cc(N)c([N+](=O)[O-])cc1I. Reaction SMILES: [C:13]([CH3:14])([CH3:15])([CH3:16])[O:17][CH2:18][CH2:19][OH:20].[CH3:23][S:24]([CH3:25])=[O:26].[Cl:1][c:2]1[c:3]([I:12])[cH:4][c:5]([N+:9](=[O:10])[O-:11])[c:6]([NH2:8])[cH:7]1.[K+:22].[OH-:21]>>[c:2]1([O:20][CH2:19][CH2:18][O:17][C:13]([CH3:14])([CH3:15])[CH3:16])[c:3]([I:12])[cH:4][c:5]([N+:9](=[O:10])[O-:11])[c:6]([NH2:8])[cH:7]1. The reactants are CC(C)C1=NOC(=N1)N1CCC(CC1)C=O (1-[3-(1-methylethyl)-1,2,4-oxadiazol-5-yl]-4-piperidinecarbaldehyde), C[Mg]Br (methylmagnesium bromide). Solvent: C1CCOC1 (THF). Conditions: time 2 hour. The product is CC(C)C1=NOC(=N1)N1CCC(CC1)C(C)O ((±)-1-{1-[3-(1-methylethyl)-1,2,4-oxadiazol-5-yl]-4-piperidinyl}ethanol). Isolated yield 33.1%. As a reaction SMILES: [CH3:1][CH:2]([C:4]1[N:8]=[C:7]([N:9]2[CH2:14][CH2:13][CH:12]([CH:15]=[O:16])[CH2:11][CH2:10]2)[O:6][N:5]=1)[CH3:3].[CH3:17][Mg]Br>C1COCC1>[CH3:3][CH:2]([C:4]1[N:8]=[C:7]([N:9]2[CH2:14][CH2:13][CH:12]([CH:15]([OH:16])[CH3:17])[CH2:11][CH2:10]2)[O:6][N:5]=1)[CH3:1]. Reported procedure: A solution of 1-[3-(1-methylethyl)-1,2,4-oxadiazol-5-yl]-4-piperidinecarbaldehyde (1.1 g, 4.93 mmol) in THF (25 mL) at −10° C. was treated dropwise with methylmagnesium bromide (3M in Et2O, 3.94 mL, 11.8 mmol). The mixture was stirred at −10° C. to −5° C. over a 2 h period. The reaction was carefully quenched by the addition of saturated aqueous NH4Cl and the aqueous was extracted with ether (6 mL×2). The combined organic extracts were washed with brine, dried over Na2SO4 and concentrated. The c... Reactants: C(C)(=O)C=1C=C(C=CC1)NC(CCCC(=O)NC1=CC(=CC=C1)C(C)=O)=O (N,N'-bis(3-acetylphenyl)pentanediamide), C(=N)(N)NN.Cl (aminoguanidine hydrochloride). Reagents/catalysts: Cl.Cl.NNC(=N)N (aminoguanidine dihydrochloride). Run in CO (methanol). Product: Cl.Cl.C(N)(=N)NN=C(CCCC(NC1=CC(=CC=C1)C(C)=O)=NNC(N)=N)NC1=CC(=CC=C1)C(C)=O (N,N'-bis(3-acetylphenyl)pentanediamide bis(amidinohydrazone)dihydrochloride). Yield: 98.2%. As a reaction SMILES: [C:1]([C:4]1[CH:5]=[C:6]([NH:10][C:11](=O)[CH2:12][CH2:13][CH2:14][C:15]([NH:17][C:18]2[CH:23]=[CH:22][CH:21]=[C:20]([C:24](=[O:26])[CH3:25])[CH:19]=2)=O)[CH:7]=[CH:8][CH:9]=1)(=[O:3])[CH3:2].[C:28]([NH:31][NH2:32])([NH2:30])=[NH:29].[ClH:33]>CO.Cl.Cl.NNC(N)=N>[ClH:33].[ClH:33].[C:28]([NH:31][N:32]=[C:15]([NH:17][C:18]1[CH:23]=[CH:22][CH:21]=[C:20]([C:24](=[O:26])[CH3:25])[CH:19]=1)[CH2:14][CH2:13][CH2:12][C:11](=[N:32][NH:31][C:28](=[NH:29])[NH2:30])[NH:10][C:6]1[CH:7]=[CH:8][CH:9]=[C:4]([C:1](=[O:3])[CH3:2])[CH:5]=1)(=[NH:30])[NH2:29] |f:1.2,4.5.6,7.8.9|. Procedure details: N,N'-bis(3-acetylphenyl)pentanediamide (3.66 g), aminoguanidine hydrochloride (2.75 g), and aminoguanidine dihydrochloride (0.05 g) were heated in methanol (35 mL) for 18 hr. Cooling and filtration gave 5.412 g of N,N'-bis(3-acetylphenyl)pentanediamide bis(amidinohydrazone)dihydrochloride, mp 187°-191° C. Reactants: 61e, ClC=1C=2C3CCC(CC2C=CC1N)N3 (3-Chloro-12-aza-tricyclo[7.2.1.0*2,7*]dodeca-2(7),3,5-trien-4-ylamine), ClC1=NC=C(C(=N1)NC1=C(C(=O)NC)C=CC=C1)Cl (2-(2,5-dichloro-pyrimidin-4-ylamino)-N-methyl-benzamide). Yields the product ClC=1C(=NC(=NC1)NC1=C(C=2C3CCC(CC2C=C1)N3)Cl)NC3=C(C(=O)NC)C=CC=C3 (2-[5-Chloro-2-(3-chloro-12-aza-tricyclo[7.2.1.0*2,7*]dodeca-2(7),3,5-trien-4-ylamino)-pyrimidin-4-ylamino]-N-methyl-benzamide). Isolated yield 48.0%. As a reaction SMILES: [Cl:1][C:2]1[C:3]2[CH:4]3[NH:14][CH:7]([CH2:8][C:9]=2[CH:10]=[CH:11][C:12]=1[NH2:13])[CH2:6][CH2:5]3.Cl[C:16]1[N:21]=[C:20]([NH:22][C:23]2[CH:32]=[CH:31][CH:30]=[CH:29][C:24]=2[C:25]([NH:27][CH3:28])=[O:26])[C:19]([Cl:33])=[CH:18][N:17]=1>>[Cl:33][C:19]1[C:20]([NH:22][C:23]2[CH:32]=[CH:31][CH:30]=[CH:29][C:24]=2[C:25]([NH:27][CH3:28])=[O:26])=[N:21][C:16]([NH:13][C:12]2[CH:11]=[CH:10][C:9]3[CH2:8][CH:7]4[NH:14][CH:4]([CH2:5][CH2:6]4)[C:3]=3[C:2]=2[Cl:1])=[N:17][CH:18]=1. Procedure: Following a procedure analogous to 61e, 3-Chloro-12-aza-tricyclo[7.2.1.0*2,7*]dodeca-2(7),3,5-trien-4-ylamine (140 mg, 0.67 mmol) and 2-(2,5-dichloro-pyrimidin-4-ylamino)-N-methyl-benzamide (200 mg, 0.67 mmol) were converted to the title compound as a yellow solid (151 mg, 49%). 1HNMR (400 MHz, CDCl3) δ 11.1 (s, 1H), 8.6 (d, 1H, J=8.6 Hz), 8.1 (s, 1H), 8.2 (d, 1H, J=8.3 Hz), 7.5-7.4 (m, 2H), 7.3 (s, 1H), 7.1 (t, 1H, J=7.6 Hz), 6.9 (d, 1H, J=8.3 Hz), 6.2 (bs, 1H), 4.7 (d, 1H, J=5.0 Hz), 3.9 (m, 1... Reactants: C(C)(C)(C)OC(=O)N1CCN(CC1)C(COC)C1=CC=C(C=C1)F (4-(tert-butyloxycarbonyl)-1-[1-(4-fluorophenyl)-2-methoxyethyl]piperazine), FC(C(=O)O)(F)F (trifluoroacetic acid). The solvent is C(Cl)Cl (CH2Cl2). Conditions: time 3 hour. Product: FC1=CC=C(C=C1)C(COC)N1CCNCC1 (1-[1-(4-Fluorophenyl)-2-methoxyethyl]piperazine). Isolated yield 92.7%. As a reaction SMILES: C(OC([N:8]1[CH2:13][CH2:12][N:11]([CH:14]([C:18]2[CH:23]=[CH:22][C:21]([F:24])=[CH:20][CH:19]=2)[CH2:15][O:16][CH3:17])[CH2:10][CH2:9]1)=O)(C)(C)C.FC(F)(F)C(O)=O>C(Cl)Cl>[F:24][C:21]1[CH:22]=[CH:23][C:18]([CH:14]([N:11]2[CH2:10][CH2:9][NH:8][CH2:13][CH2:12]2)[CH2:15][O:16][CH3:17])=[CH:19][CH:20]=1. Procedure: To a solution of 4-(tert-butyloxycarbonyl)-1-[1-(4-fluorophenyl)-2-methoxyethyl]piperazine (1.46 g, 4.3 mmol) in CH2Cl2 (40 mL) was added trifluoroacetic acid (4 mL), and the mixture stirred at room temperature for 3 h. The solvent was evaporated and the residue azeotroped with toluene (2×20 mL). The residue was partitioned between EtOAc (2×50 mL) and Na2CO3 solution (sat., 50 mL). The combined organic phases were dried (Na2SO4) and evaporated. The residue was chromatographed on silica gel, elut...